From a dataset of the Open Reaction Database (ORD), a public repository of structured organic reaction records. describe an organic reaction: reactants, conditions, products, and yield The reactants are Cl (hydrochloric acid), F[C@H]1C(O)OC[C@@H]([C@@H]1O)O (2-deoxy-2-fluoro-L-arabinopyranose), Cl (hydrochloric acid). The product is desired product, F[C@H]1C(O)O[C@H]([C@@H]1O)CO (2-deoxy-2-fluoro-L-arabinofuranose). Reaction SMILES: [F:1][C@@H:2]1[C@@H:8]([OH:9])[C@@H:7]([OH:10])[CH2:6][O:5][CH:3]1[OH:4].Cl>>[F:1][C@@H:2]1[C@@H:8]([OH:9])[C@H:7]([CH2:6][OH:5])[O:10][CH:3]1[OH:4]. Procedure: Treatment of unprotected 2-deoxy-2-fluoro-L-arabinopyranose with one equivalent of either sulfuric or hydrochloric acid at room temperature failed to give the desired furanoside. Only unreacted starting material was detected. Using nine equivalents of hydrochloric acid gave the desired product 2-deoxy-2-fluoro-L-arabinofuranose, which was contaminated with starting material (2:1 ratio). The best result, so far, was achieved by refluxing 2-deoxy-2-fluoro-L-arabinopyranose with 1 equivalent of sul... Starting materials: CS(=O)(=O)c1cccc(Br)c1, CC1(C)OB(C(=CC2CCCCC2)CO)OC1(C)C, [Cs+], [F-], C1COCCO1, c1ccc([PH](c2ccccc2)(c2ccccc2)[Pd-4]([PH](c2ccccc2)(c2ccccc2)c2ccccc2)([PH](c2ccccc2)(c2ccccc2)c2ccccc2)[PH](c2ccccc2)(c2ccccc2)c2ccccc2)cc1. Product: CS(=O)(=O)c1cccc(C(=CC2CCCCC2)CO)c1. Reaction SMILES: [Br:1][c:2]1[cH:3][c:4]([S:8](=[O:9])(=[O:10])[CH3:11])[cH:5][cH:6][cH:7]1.[CH:12]1([CH:18]=[C:19]([CH2:20][OH:21])[B:22]2[O:23][C:24]([CH3:25])([CH3:26])[C:27]([CH3:28])([CH3:29])[O:30]2)[CH2:13][CH2:14][CH2:15][CH2:16][CH2:17]1.[Cs+:32].[F-:31].[O:33]1[CH2:34][CH2:35][O:36][CH2:37][CH2:38]1.[c:39]1([PH:40]([Pd-4:41]([PH:42]([c:43]2[cH:44][cH:45][cH:46][cH:47][cH:48]2)([c:49]2[cH:50][cH:51][cH:52][cH:53][cH:54]2)[c:55]2[cH:56][cH:57][cH:58][cH:59][cH:60]2)([PH:61]([c:62]2[cH:63][cH:64][cH:65][cH:66][cH:67]2)([c:68]2[cH:69][cH:70][cH:71][cH:72][cH:73]2)[c:74]2[cH:75][cH:76][cH:77][cH:78][cH:79]2)[PH:80]([c:81]2[cH:82][cH:83][cH:84][cH:85][cH:86]2)([c:87]2[cH:88][cH:89][cH:90][cH:91][cH:92]2)[c:93]2[cH:94][cH:95][cH:96][cH:97][cH:98]2)([c:99]2[cH:100][cH:101][cH:102][cH:103][cH:104]2)[c:105]2[cH:106][cH:107][cH:108][cH:109][cH:110]2)[cH:111][cH:112][cH:113][cH:114][cH:115]1>>[c:2]1([C:19](=[CH:18][CH:12]2[CH2:13][CH2:14][CH2:15][CH2:16][CH2:17]2)[CH2:20][OH:21])[cH:3][c:4]([S:8](=[O:9])(=[O:10])[CH3:11])[cH:5][cH:6][cH:7]1. Starting materials: COCCOC, CC1(C)OB(C2=CCC3(CC2)OCCO3)OC1(C)C, CCOC(C)=O, O=[N+]([O-])c1cnccc1Cl, [Na+], [Na+], O=C([O-])[O-]. Yields the product O=[N+]([O-])c1cnccc1C1=CCC2(CC1)OCCO2. Reaction SMILES: [CH3:1][O:2][CH2:3][CH2:4][O:5][CH3:6].[CH3:23][C:24]1([CH3:25])[C:26]([CH3:27])([CH3:28])[O:29][B:30]([C:31]2=[CH:32][CH2:33][C:34]3([O:35][CH2:36][CH2:37][O:38]3)[CH2:39][CH2:40]2)[O:41]1.[CH3:42][CH2:43][O:44][C:45](=[O:46])[CH3:47].[Cl:13][c:14]1[c:15]([N+:20](=[O:21])[O-:22])[cH:16][n:17][cH:18][cH:19]1.[Na+:7].[Na+:8].[O-:9][C:10](=[O:11])[O-:12]>>[c:14]1([C:31]2=[CH:32][CH2:33][C:34]3([O:35][CH2:36][CH2:37][O:38]3)[CH2:39][CH2:40]2)[c:15]([N+:20](=[O:21])[O-:22])[cH:16][n:17][cH:18][cH:19]1. The reactants are CCc1nc2c(C)cc(C)nc2n1Cc1ccc(-c2ccsc2-c2nnnn2C(c2ccccc2)(c2ccccc2)c2ccccc2)cc1, CO, Cl. Yields the product CCc1nc2c(C)cc(C)nc2n1Cc1ccc(-c2ccsc2-c2nnn[nH]2)cc1. As a reaction SMILES: [CH3:1][c:2]1[cH:3][c:4]([CH3:49])[c:5]2[c:6]([n:7]1)[n:8]([CH2:13][c:14]1[cH:15][cH:16][c:17](-[c:20]3[c:21](-[c:25]4[n:26][n:27][n:28][n:29]4[C:30]([c:31]4[cH:32][cH:33][cH:34][cH:35][cH:36]4)([c:37]4[cH:38][cH:39][cH:40][cH:41][cH:42]4)[c:43]4[cH:44][cH:45][cH:46][cH:47][cH:48]4)[s:22][cH:23][cH:24]3)[cH:18][cH:19]1)[c:9]([CH2:11][CH3:12])[n:10]2.[CH3:51][OH:52].[ClH:50]>>[CH3:1][c:2]1[cH:3][c:4]([CH3:49])[c:5]2[c:6]([n:7]1)[n:8]([CH2:13][c:14]1[cH:15][cH:16][c:17](-[c:20]3[c:21](-[c:25]4[nH:26][n:27][n:28][n:29]4)[s:22][cH:23][cH:24]3)[cH:18][cH:19]1)[c:9]([CH2:11][CH3:12])[n:10]2.